This data is from the Open Reaction Database (ORD), a public repository of structured organic reaction records. The task is: describe an organic reaction: reactants, conditions, products, and yield As a reaction SMILES: [NH2:1][C:2]1[CH:3]=[C:4]([CH:18]=[C:19]([C:21]#[CH:22])[CH:20]=1)[C:5]([NH:7][CH2:8][CH2:9][O:10][CH2:11][CH2:12][O:13][CH2:14][CH2:15][O:16][CH3:17])=[O:6].[C:23]([O:27][C:28](=[O:48])[NH:29][C:30]1[C:39]2[C:34](=[CH:35][CH:36]=[CH:37][CH:38]=2)[C:33]([O:40][C:41]2[CH:46]=[CH:45][N:44]=[C:43](Cl)[N:42]=2)=[CH:32][CH:31]=1)([CH3:26])([CH3:25])[CH3:24].CC1C=CC(S(O)(=O)=O)=CC=1.O.ClC1N=CC=CN=1>C1COCC1>[C:23]([O:27][C:28](=[O:48])[NH:29][C:30]1[C:39]2[C:34](=[CH:35][CH:36]=[CH:37][CH:38]=2)[C:33]([O:40][C:41]2[CH:46]=[CH:45][N:44]=[C:43]([NH:1][C:2]3[CH:3]=[C:4]([C:5](=[O:6])[NH:7][CH2:8][CH2:9][O:10][CH2:11][CH2:12][O:13][CH2:14][CH2:15][O:16][CH3:17])[CH:18]=[C:19]([C:21]#[CH:22])[CH:20]=3)[N:42]=2)=[CH:32][CH:31]=1)([CH3:26])([CH3:24])[CH3:25]. The product is C(C)(C)(C)OC(NC1=CC=C(C2=CC=CC=C12)OC1=NC(=NC=C1)NC1=CC(=CC(=C1)C(NCCOCCOCCOC)=O)C#C)=O (tert-Butyl(4-((2-((3-ethynyl-5-((2-(2-(2-methoxyethoxy)ethoxy)ethyl)carbamoyl)phenyl)-amino)pyrimidin-4-yl)oxy)naphthalen-1-yl)carbamate). Reactants: NC=1C=C(C(=O)NCCOCCOCCOC)C=C(C1)C#C (3-Amino-5-ethynyl N (2 (2 (2 methoxyethoxy)ethoxy)ethyl)benzamide), C(C)(C)(C)OC(NC1=CC=C(C2=CC=CC=C12)OC1=NC(=NC=C1)Cl)=O (tert-butyl(4-((2-chloropyrimidin-4-yl)oxy)naphthalen-1-yl)carbamate), CC=1C=CC(=CC1)S(=O)(=O)O (pTSA), NC=1C=C(C(=O)NCCOCCOCCOC)C=C(C1)C#C (3-Amino-5-ethynyl N (2 (2 (2 methoxyethoxy)ethoxy)ethyl)benzamide), O (H2O), ClC1=NC=CC=N1 (chloropyrimidine), NC=1C=C(C(=O)NCCOCCOCCOC)C=C(C1)C#C (3-Amino-5-ethynyl N (2 (2 (2 methoxyethoxy)ethoxy)ethyl)benzamide), product, product, product, NC=1C=C(C(=O)NCCOCCOCCOC)C=C(C1)C#C (3-Amino-5-ethynyl N (2 (2 (2 methoxyethoxy)ethoxy)ethyl)benzamide), ClC1=NC=CC=N1 (chloropyrimidine), product. Reaction conditions: time 8 hour. Procedure: Under N2 was charged the product from step (iv) above (301.2 g, 250.0 g active, 0.816 mol), tert-butyl(4-((2-chloropyrimidin-4-yl)oxy)naphthalen-1-yl)carbamate (see, for example, Ito, K. et al., WO 2010/067130, 17 Jun. 2010; 252.8 g, 0.680 mol), pTSA.H2O (24.7 g, 0.130 mol) and THF (7600 mL). The dark red solution was heated to reflux for 6 h then cooled to room temperature, after which HPLC analysis indicated 0.25% the product of step (iv), 22.24% the product of step (vi), 8.98% chloropyrimidin... The solvent is C1CCOC1 (THF).